The task is: describe an organic reaction: reactants, conditions, products, and yield. This data is from the Open Reaction Database (ORD), a public repository of structured organic reaction records. The yield is 87.5%. Product: C(C1=CC=CC=C1)C1(CCOCC1)O (4-Benzyltetrahydropyran-4-ol). Starting materials: O1CCC(CC1)=O (Tetrahydropyran-4-one), C(C1=CC=CC=C1)[Mg]Cl (benzylmagnesium chloride). Reaction SMILES: [O:1]1[CH2:6][CH2:5][C:4](=[O:7])[CH2:3][CH2:2]1.[CH2:8]([Mg]Cl)[C:9]1[CH:14]=[CH:13][CH:12]=[CH:11][CH:10]=1>>[CH2:8]([C:4]1([OH:7])[CH2:5][CH2:6][O:1][CH2:2][CH2:3]1)[C:9]1[CH:14]=[CH:13][CH:12]=[CH:11][CH:10]=1. Reported procedure: Tetrahydropyran-4-one (4.34 g, 43.4 mmol) is treated with benzylmagnesium chloride (2 M in THF, 32.5 mL, 65.0 mmol) according to general procedure A. The crude product is filtered through silica gel, first with CH2Cl2, then with 1:1 hexane/EtOAc, to give alcohol 17 as a colorless oil (7.3 g, 87%) . 1H NMR (CDCl3) 7.40-7.15(m,5), 3.80-3.65(m,4), 2.77(s,2), 1.81(s,1), 1.80-1.70(m,2), 1.50-1.40(m,2); 3C NMR(CDCl3) 135.90, 130.53, 128.32, 126.74, 68.55, 63.65, 49.42, 37.46; MS(MW=192.3, CI/CH4, eE=7... Reactants: O=C[C@H](O)[C@@H](O)[C@@H](O)CO (L-arabinose), O.NN (hydrazine hydrate). Run in CO (methanol). Reaction conditions: time 8 hour. The product is C([C@H](O)[C@@H](O)[C@@H](O)CO)=NN (L-arabinose hydrazone). As a reaction SMILES: [O:1]=[CH:2][C@@H:3]([C@H:5]([C@H:7]([CH2:9]O)[OH:8])[OH:6])[OH:4].O.[NH2:12][NH2:13]>CO>[CH:9](=[N:12][NH2:13])[C@@H:7]([C@H:5]([C@H:3]([CH2:2][OH:1])[OH:4])[OH:6])[OH:8] |f:1.2|. Reported procedure: A solution of 2.0 g of L-arabinose in 5 ml of methanol and 5 ml of hydrazine hydrate was stirred overnight and then evaporated in vacuo. A 5 ml portion of methanol was added to the residue. After standing overnight the oil solidified. The solid was collected and dried, giving 1.5 g of L-arabinose hydrazone.